From a dataset of the Open Reaction Database (ORD), a public repository of structured organic reaction records. describe an organic reaction: reactants, conditions, products, and yield Yield: 79.3%. Solvent: O1CCCC1 (tetrahydrofuran). Reactants: [OH-].[Li+] (lithium hydroxide), C(CCC)OC=1C=C(C=CC1CCCC1=CC(=C(C=C1)OCC)OC)CCC(=O)OC (methyl 3-{3-butoxy-4-[3-(4-ethoxy-3-methoxyphenyl)propyl]phenyl}propanoate). The product is C(CCC)OC=1C=C(C=CC1CCCC1=CC(=C(C=C1)OCC)OC)CCC(=O)O (3-{3-butoxy-4-[3-(4-ethoxy-3-methoxyphenyl)propyl]phenyl}propanoic acid). Reaction SMILES: [OH-].[Li+].[CH2:3]([O:7][C:8]1[CH:9]=[C:10]([CH2:28][CH2:29][C:30]([O:32]C)=[O:31])[CH:11]=[CH:12][C:13]=1[CH2:14][CH2:15][CH2:16][C:17]1[CH:22]=[CH:21][C:20]([O:23][CH2:24][CH3:25])=[C:19]([O:26][CH3:27])[CH:18]=1)[CH2:4][CH2:5][CH3:6]>O1CCCC1>[CH2:3]([O:7][C:8]1[CH:9]=[C:10]([CH2:28][CH2:29][C:30]([OH:32])=[O:31])[CH:11]=[CH:12][C:13]=1[CH2:14][CH2:15][CH2:16][C:17]1[CH:22]=[CH:21][C:20]([O:23][CH2:24][CH3:25])=[C:19]([O:26][CH3:27])[CH:18]=1)[CH2:4][CH2:5][CH3:6] |f:0.1|. Conditions: time 12 hour. Procedure details: ml (1.1 mmol) of aqueous 1N lithium hydroxide solution are added to a solution of 240 mg (0.56 mmol) of methyl 3-{3-butoxy-4-[3-(4-ethoxy-3-methoxyphenyl)propyl]phenyl}propanoate in 3 ml of tetrahydrofuran. The reaction mixture is stirred at room temperature for 12 hours. The reaction medium is concentrated and then taken up in water and acidified by addition of aqueous hydrochloric acid solution and then extracted with ethyl acetate. The organic phases are combined, washed with saturated aqueou... Starting materials: COC(=O)C1=C(C2=CC3=CC=CC=C3N2N(C1=O)CC1=CC=C(C=C1)F)O (4-(4-fluoro-benzyl)-1-hydroxy-3-oxo-3,4-dihydro-4,4a-diaza-fluorene-2-carboxylic acid methyl ester), NCC(=O)[O-].[Na+] (sodium glycinate). Product: FC1=CC=C(CN2C(C(=C(C3=CC4=CC=CC=C4N23)O)C(=O)NCC(=O)O)=O)C=C1 ({[4-(4-Fluoro-benzyl)-1-hydroxy-3-oxo-3,4-dihydro-4,4a-diaza-fluorene-2-carbonyl]-amino}-acetic acid). Reaction SMILES: CO[C:3]([C:5]1[C:17](=[O:18])[N:16]([CH2:19][C:20]2[CH:25]=[CH:24][C:23]([F:26])=[CH:22][CH:21]=2)[N:15]2[C:7](=[CH:8][C:9]3[C:14]2=[CH:13][CH:12]=[CH:11][CH:10]=3)[C:6]=1[OH:27])=[O:4].[NH2:28][CH2:29][C:30]([O-:32])=[O:31].[Na+]>>[F:26][C:23]1[CH:24]=[CH:25][C:20]([CH2:19][N:16]2[N:15]3[C:7](=[CH:8][C:9]4[C:14]3=[CH:13][CH:12]=[CH:11][CH:10]=4)[C:6]([OH:27])=[C:5]([C:3]([NH:28][CH2:29][C:30]([OH:32])=[O:31])=[O:4])[C:17]2=[O:18])=[CH:21][CH:22]=1 |f:1.2|. Procedure: Prepared according to the glycinolysis condition used in Example 1 step d) from 4-(4-fluoro-benzyl)-1-hydroxy-3-oxo-3,4-dihydro-4,4a-diaza-fluorene-2-carboxylic acid methyl ester (1.0 eq.) and sodium glycinate (15 eq.). ESI (m/z): 410 (M+H)+.